This data is from the Open Reaction Database (ORD), a public repository of structured organic reaction records. The task is: describe an organic reaction: reactants, conditions, products, and yield The reactants are C(C)C(CC)N1N=NC2=C1C=CC=C2 (1-(1-ethylpropyl)benzotriazole), [N+](=O)(O)[O-] (nitric acid), ice. Solvent: OS(=O)(=O)O.O=S(=O)=O (oleum). Product: C(C)C(CC)N1N=NC2=C1C=CC=C2[N+](=O)[O-] (1-(1-Ethylpropyl)-4-nitro 1H-benzotriazole). Isolated yield 45.0%. RXN SMILES: [CH2:1]([CH:3]([N:6]1[C:10]2[CH:11]=[CH:12][CH:13]=[CH:14][C:9]=2[N:8]=[N:7]1)[CH2:4][CH3:5])[CH3:2].[N+:15]([O-])([OH:17])=[O:16]>OS(O)(=O)=O.O=S(=O)=O>[CH2:1]([CH:3]([N:6]1[C:10]2[CH:11]=[CH:12][CH:13]=[C:14]([N+:15]([O-:17])=[O:16])[C:9]=2[N:8]=[N:7]1)[CH2:4][CH3:5])[CH3:2] |f:2.3|. Procedure: Over a 21/2 hour period, 210 grams of the 1-(1-ethylpropyl)benzotriazole is added to a mixture of 100 milliliters of 90% nitric acid and 400 milliliters of 23% oleum with stirring. The mixed acid solution is cooled in an ice-salt bath and the addition rate is such that a temperature of between 5°-10° C. is maintained. The reaction mixture is maintained at 5°-10° C. for an additional 11/2 hours and then at 25° C. for one more hour. The reaction mixture is then poured over 2500 grams of ice with s...